This data is from the Open Reaction Database (ORD), a public repository of structured organic reaction records. The task is: describe an organic reaction: reactants, conditions, products, and yield Reactants: N#CC1=CN=C2C=C(OC)C(OC)=CC2=C1NC3=CC=C(Cl)C=C3Cl, IC1COC1. The reagents and catalysts are O=S(=O)(O)O, OO, [Fe].O=S(=O)(O)O.O. The solvent is O, O=S(C)C. Conditions: temperature 60 celsius, time 0.75 hour. Yields the product N#CC=1C(=NC=2C=C(OC)C(OC)=CC2C1NC3=CC=C(Cl)C=C3Cl)C4COC4. Isolated yield 38.0%. Reported procedure: H2O2(30%  in  H2O;  153  μL,  1.5  mmol)  was  added  dropwise  over  5  min  to  a  stirred  solution  of  4-(2,4- - 19 -dichlorophenylamino)-6,7-dimethoxyquinoline-3-carbonitrile 4c  (187  mg,  0.5  mmol),  concentrated  H2SO4 (80 μL, 1.5 mmol), 3-iodooxetane (183 mg, 1.0 mmol) and iron(II) sulfate heptahydrate (42 mg, 0.15 mmol) in DMSO (5 mL) at 60 °C. After 1-2 min a further portion of iron(II) sulfate heptahydrate (50 mg, 0.18 mmol) was added and the mixture was stirred at 60 °C for 30 min...